Dataset: the Open Reaction Database (ORD), a public repository of structured organic reaction records. Task: describe an organic reaction: reactants, conditions, products, and yield Procedure: The title compound was prepared from 2-chloro-6-(trifluoromethyl)aniline and 4-chloro-8-(cyclopentyloxy)-7-methoxy-2H-chromen-2-one following the procedure outlined in Example 16. 1H NMR (400 MHz, DMSO-d6): δ 9.34 (s, 1H), 8.05 (d, 1H), 7.93 (d, 1H), 7.91 (d, 1H), 7.71 (t, 1H), 7.18 (d, 1H), 4.82 (m, 1H), 4.29 (s, 1H), 3.90 (s, 3H), 1.90-1.45 (m, 8H); MS (ESI): 453.9. The product is ClC1=C(C(=CC=C1)C(F)(F)F)NC1=CC(OC2=C(C(=CC=C12)OC)OC1CCCC1)=O (4-(2-Chloro-6-(trifluoromethyl)phenylamino)-8-(cyclopentyloxy)-7-methoxy-2H-chromen-2-one). The reactants are ClC1=C(N)C(=CC=C1)C(F)(F)F (2-chloro-6-(trifluoromethyl)aniline), ClC1=CC(OC2=C(C(=CC=C12)OC)OC1CCCC1)=O (4-chloro-8-(cyclopentyloxy)-7-methoxy-2H-chromen-2-one). RXN SMILES: [Cl:1][C:2]1[CH:8]=[CH:7][CH:6]=[C:5]([C:9]([F:12])([F:11])[F:10])[C:3]=1[NH2:4].Cl[C:14]1[C:23]2[C:18](=[C:19]([O:26][CH:27]3[CH2:31][CH2:30][CH2:29][CH2:28]3)[C:20]([O:24][CH3:25])=[CH:21][CH:22]=2)[O:17][C:16](=[O:32])[CH:15]=1>>[Cl:1][C:2]1[CH:8]=[CH:7][CH:6]=[C:5]([C:9]([F:11])([F:10])[F:12])[C:3]=1[NH:4][C:14]1[C:23]2[C:18](=[C:19]([O:26][CH:27]3[CH2:31][CH2:30][CH2:29][CH2:28]3)[C:20]([O:24][CH3:25])=[CH:21][CH:22]=2)[O:17][C:16](=[O:32])[CH:15]=1. Starting materials: CC(=O)[O-], ClCc1nc(-c2ccc3c(c2)OCO3)c2cc3c(cc2n1)OCO3, [Na+], CN(C)C=O. Product: CC(=O)OCc1nc(-c2ccc3c(c2)OCO3)c2cc3c(cc2n1)OCO3. As a reaction SMILES: [CH3:26][C:27]([O-:28])=[O:29].[Cl:1][CH2:2][c:3]1[n:4][c:5]2[cH:6][c:7]3[c:8]([cH:9][c:10]2[c:11](-[c:13]2[cH:14][c:15]4[c:16]([cH:17][cH:18]2)[O:19][CH2:20][O:21]4)[n:12]1)[O:22][CH2:23][O:24]3.[Na+:25].[O:30]=[CH:31][N:32]([CH3:33])[CH3:34]>>[CH2:2]([c:3]1[n:4][c:5]2[cH:6][c:7]3[c:8]([cH:9][c:10]2[c:11](-[c:13]2[cH:14][c:15]4[c:16]([cH:17][cH:18]2)[O:19][CH2:20][O:21]4)[n:12]1)[O:22][CH2:23][O:24]3)[O:29][C:27]([CH3:26])=[O:28].